From a dataset of the Open Reaction Database (ORD), a public repository of structured organic reaction records. describe an organic reaction: reactants, conditions, products, and yield Reactants: C[C@H](C(=O)NC1=CC=C(C=C1)OC1=CC(=C(C=C1)C)OC)NC(OC(C)(C)C)=O (1,1-dimethylethyl {(1R)-1-methyl-2-[(4-{[4-methyl-3-(methyloxy)phenyl]oxy}phenyl)amino]-2-oxoethyl}carbamate), C[C@H](C(=O)NC1=CC=C(C=C1)OC1=CC(=C(C=C1)C)OC)NC(OC(C)(C)C)=O (1,1-dimethylethyl {(1R)-1-methyl-2-[(4-{[4-methyl-3-(methyloxy)phenyl]oxy}phenyl)amino]-2-oxoethyl}carbamate), ClCCl (dichloromethane). Run at time 1.5 hour. Product: CC1=C(C=C(C=C1)OC1=CC=C(C=C1)NC([C@H](N)C)=O)OC (N1-(4-{[4-methyl-3-(methyloxy)phenyl]oxy}phenyl)-D-alaninamide). Yield: 97.3%. RXN SMILES: [CH3:1][C@@H:2]([NH:22]C(=O)OC(C)(C)C)[C:3]([NH:5][C:6]1[CH:11]=[CH:10][C:9]([O:12][C:13]2[CH:18]=[CH:17][C:16]([CH3:19])=[C:15]([O:20][CH3:21])[CH:14]=2)=[CH:8][CH:7]=1)=[O:4].ClCCl>>[CH3:19][C:16]1[CH:17]=[CH:18][C:13]([O:12][C:9]2[CH:10]=[CH:11][C:6]([NH:5][C:3](=[O:4])[C@@H:2]([CH3:1])[NH2:22])=[CH:7][CH:8]=2)=[CH:14][C:15]=1[O:20][CH3:21]. Reported procedure: To a solution of 1,1-dimethylethyl {(1R)-1-methyl-2-[(4-{[4-methyl-3-(methyloxy)phenyl]oxy}phenyl)amino]-2-oxoethyl}carbamate (Intermediate 21, 300 mg) in dry dichloromethane (7.5 mL) TFA (2.5 mL, 32.4 mmol) was slowly added and the reaction mixture was stirred for 1.5 hours at room temperature. The solvent and the excess of TFA were evaporated and the residue was purified by SCX cartridge (10 g) to afford the title compound as an orange oil (219 mg). The reactants are CC(C)(C)OC(=O)NCCCCN, Cn1ccnc1C=O, ClCCl. Yields the product Cn1ccnc1CNCCCCNC(=O)OC(C)(C)C. Reaction SMILES: [C:9]([CH3:10])([CH3:11])([CH3:12])[O:13][C:14]([NH:15][CH2:16][CH2:17][CH2:18][CH2:19][NH2:20])=[O:21].[CH3:1][n:2]1[c:3]([CH:7]=[O:8])[n:4][cH:5][cH:6]1.[Cl:22][CH2:23][Cl:24]>>[CH3:1][n:2]1[c:3]([CH2:7][NH:20][CH2:19][CH2:18][CH2:17][CH2:16][NH:15][C:14]([O:13][C:9]([CH3:10])([CH3:11])[CH3:12])=[O:21])[n:4][cH:5][cH:6]1. Starting materials: C=O (formaldehyde), N (ammonia), N1=CC(=CC=C1)C (3-picoline), N (ammonia), N1=C(C=CC=C1C)C (2,6-lutidine), C=O (formaldehyde), C(C)=O (acetaldehyde), N (ammonia), C(C)C1=NC(=CC=C1C)CC (2,6-diethyl-3-methylpyridine), C(CC)=O (propionaldehyde), N1=CC(=CC(=C1)C)C (3,5-lutidine). Run in N1=CC=CC=C1 (pyridine), C(C)C(=O)CC (diethylketone), CC(=O)C (acetone), CC(=O)CC (methylethylketone). Yields the product CC1=NC(=CC=C1C)C (2,3,6-trimethylpyridine). As a reaction SMILES: C=O.C(=O)C.C(=O)CC.N.N1C=CC=C(C)C=1.N1C=C(C)C=C(C)C=1.N1C(C)=CC=CC=1C.[CH2:34]([C:36]1[C:41]([CH3:42])=[CH:40][CH:39]=[C:38]([CH2:43]C)[N:37]=1)C>CC(CC)=O.C(C(CC)=O)C.CC(C)=O.N1C=CC=CC=1>[CH3:34][C:36]1[C:41]([CH3:42])=[CH:40][CH:39]=[C:38]([CH3:43])[N:37]=1. Procedure: Such pyridine bases as pyridine, picoline, lutidine, collidine, etc. can be produced in the present invention. For example, when formaldehyde and acetaldehyde are used together with ammonia, pyridine and 3-picoline are obtained. When formaldehyde and propionaldehyde are used together with ammonia, 3,5-lutidine and a small amount of 3-picoline are obtained. When formaldehyde, acetaldehyde and propionaldehyde are used together with ammonia, pyridine, 3-picoline and 3,5-lutidine are obtained. Furth... Run at temperature -23 celsius, time 8 hour. The reactants are C([C@H](O)[C@@H](O)C(=O)OCC)(=O)OCC (diethyl L(+)-tartarate), C(C1=CC=CC=C1)OC/C=C/CO ((E)-4-benzyloxy-2-buten-1-ol), 3A, C(C)(C)(C)OOO (tert-butylhydroxyperoxide), S(=O)(=O)([O-])[O-].[Na+].[Na+] (sodium sulfate). Reagents/catalysts: CC(C)[O-].CC(C)[O-].CC(C)[O-].CC(C)[O-].[Ti+4] (isopropyl orthotitanate). The product is C(C1=CC=CC=C1)OC[C@H]1[C@H](CO)O1 ((2S,3S)-4-benzyloxy-2,3-epoxy-1-butanol). Solvent: ClCCl (dichloromethane), C(C)OCC (diethyl ether), ClCCl (dichloromethane). Reported procedure: In 190 ml of dry dichloromethane, 3.3 g of a molecular sieves (powder, 3A) was suspended, and 4.2 ml of isopropyl orthotitanate and 2.9 ml of diethyl L(+)-tartarate were added thereto under stirring at -23° C. The mixture was stirred at the same temperature for 15 minutes. Then, 3 ml of a dry dichloromethane solution of 4.7 g of (E)-4-benzyloxy-2-buten-1-ol was added thereto, and the mixture was stirred at the same temperature for 5 minutes. 11 ml of tert-butylhydroxyperoxide (5.17M dichlorometh... Reaction SMILES: [C:1]([O:12]CC)(=O)[C@@H:2]([C@H:4]([C:6]([O:8][CH2:9][CH3:10])=O)[OH:5])O.C(OC/C=C/CO)[C:16]1[CH:21]=[CH:20]C=[CH:18][CH:17]=1.C(OOO)(C)(C)C.S([O-])([O-])(=O)=O.[Na+].[Na+]>ClCCl.CC([O-])C.CC([O-])C.CC([O-])C.CC([O-])C.[Ti+4].C(OCC)C>[CH2:9]([O:8][CH2:6][C@@H:4]1[O:5][C@H:2]1[CH2:1][OH:12])[C:10]1[CH:20]=[CH:21][CH:16]=[CH:17][CH:18]=1 |f:3.4.5,7.8.9.10.11|. As a reaction SMILES: [C:5]([CH3:6])([CH3:7])([CH3:8])[O:9][c:10]1[cH:11][cH:12][c:13]([CH:14]=[O:15])[cH:16][cH:17]1.[CH3:1][C:2]([CH3:3])=[O:4].[H:18][H:19].[O:20]=[Zn:21].[Pd:22]>>[CH2:1]([C:2]([CH3:3])=[O:4])[CH2:14][c:13]1[cH:12][cH:11][c:10]([O:9][C:5]([CH3:6])([CH3:7])[CH3:8])[cH:17][cH:16]1. Reactants: CC(C)(C)Oc1ccc(C=O)cc1, CC(C)=O, [H][H], O=[Zn], [Pd]. Yields the product CC(=O)CCc1ccc(OC(C)(C)C)cc1.